Task: describe an organic reaction: reactants, conditions, products, and yield. Dataset: the Open Reaction Database (ORD), a public repository of structured organic reaction records Reactants: CCCCCCCC(=O)O (octoic acid). The reagents and catalysts are [Ni] (nickel), [Fe] (iron), [Ni].[Fe] (nickel iron). Yields the product CCC.C1(CCCCC1)O.C1(CCCCC1)O (dicyclohexanol propane). As a reaction SMILES: [CH3:1][CH2:2][CH2:3][CH2:4][CH2:5][CH2:6][CH2:7][C:8]([OH:10])=O>[Ni].[Fe].[Ni].[Fe]>[CH3:1][CH2:2][CH3:3].[CH:8]1([OH:10])[CH2:3][CH2:4][CH2:5][CH2:6][CH2:7]1.[CH:8]1([OH:10])[CH2:3][CH2:4][CH2:5][CH2:6][CH2:7]1 |f:3.4,5.6.7|. Procedure: Example 3 is repeated, except that octoic acid is added to the nickel and iron solution in a molar ratio of the acid to the metal (nickel+iron) of 0.20. The absorption of hydrogen ceases after 4 hours of reaction and dicyclohexanol propane is obtained quantitatively. Reactants: C1(CC1)C1=CN=C(C(=N1)C(=O)NC=1C=NN(C1C(NC)=O)CCOC1OCCCC1)NC=1C=NC=NC1 (6-cyclopropyl-N-(5-(methylcarbamoyl)-1-(2-(tetrahydro-2H-pyran-2-yloxy)ethyl)-1H-pyrazol-4-yl)-3-(pyrimidin-5-ylamino)pyrazine-2-carboxamide), C1(=CC=C(C=C1)S(=O)(=O)O)C (para-toluene sulfonic acid). The solvent is CO (MeOH). Reaction conditions: time 1 hour. Yields the product OCCN1N=CC(=C1C(NC)=O)NC(=O)C1=NC(=CN=C1NC=1C=NC=NC1)C1CC1 (6-Cyclopropyl-3-(pyrimidin-5-ylamino)-pyrazine-2-carboxylic acid [1-(2-hydroxy-ethyl)-5-methylcarbamoyl-1H-pyrazol-4-yl]-amide). Yield: 90.7%. RXN SMILES: [CH:1]1([C:4]2[N:9]=[C:8]([C:10]([NH:12][C:13]3[CH:14]=[N:15][N:16]([CH2:22][CH2:23][O:24]C4CCCCO4)[C:17]=3[C:18](=[O:21])[NH:19][CH3:20])=[O:11])[C:7]([NH:31][C:32]3[CH:33]=[N:34][CH:35]=[N:36][CH:37]=3)=[N:6][CH:5]=2)[CH2:3][CH2:2]1.C1(C)C=CC(S(O)(=O)=O)=CC=1>CO>[OH:24][CH2:23][CH2:22][N:16]1[C:17]([C:18](=[O:21])[NH:19][CH3:20])=[C:13]([NH:12][C:10]([C:8]2[C:7]([NH:31][C:32]3[CH:33]=[N:34][CH:35]=[N:36][CH:37]=3)=[N:6][CH:5]=[C:4]([CH:1]3[CH2:3][CH2:2]3)[N:9]=2)=[O:11])[CH:14]=[N:15]1. Procedure details: To a suspension of 6-cyclopropyl-N-(5-(methylcarbamoyl)-1-(2-(tetrahydro-2H-pyran-2-yloxy)ethyl)-1H-pyrazol-4-yl)-3-(pyrimidin-5-ylamino)pyrazine-2-carboxamide (0.07 g, 138 μmol, Eq: 1.00) at r.t under Ar in MeOH (2.7 ml) was added a amount catalytic amount of para-toluene sulfonic acid. The mixture was stirred at 70° for 1 hr. The solvent was evaporated. The residue was dissolved in dichloromethane, then washed with water. The organic was dried over MgSO4, filtered and evaporated. The crude pro... Starting materials: OCCN(C1=CC(=C(C#N)C=C1)C(F)(F)F)CC(F)(F)F (4-[(2-hydroxyethyl)(2,2,2-trifluoroethyl)amino]-2-(trifluoromethyl)benzonitrile), OC1=CC=C(C=N1)NC(C)=O (N-(6-hydroxy-3-pyridinyl)acetamide). Run in COCCOC (DME). Yields the product C(#N)C1=C(C=C(C=C1)N(CCOC1=CC=C(C=N1)NC(C)=O)CC(F)(F)F)C(F)(F)F (N-[6-({2-[[4-Cyano-3-(trifluoromethyl)phenyl](2,2,2-trifluoroethyl)amino]ethyl}oxy)-3-pyridinyl]acetamide). As a reaction SMILES: [OH:1][CH2:2][CH2:3][N:4]([CH2:17][C:18]([F:21])([F:20])[F:19])[C:5]1[CH:12]=[CH:11][C:8]([C:9]#[N:10])=[C:7]([C:13]([F:16])([F:15])[F:14])[CH:6]=1.O[C:23]1[N:28]=[CH:27][C:26]([NH:29][C:30](=[O:32])[CH3:31])=[CH:25][CH:24]=1>COCCOC>[C:9]([C:8]1[CH:11]=[CH:12][C:5]([N:4]([CH2:17][C:18]([F:19])([F:20])[F:21])[CH2:3][CH2:2][O:1][C:23]2[N:28]=[CH:27][C:26]([NH:29][C:30](=[O:32])[CH3:31])=[CH:25][CH:24]=2)=[CH:6][C:7]=1[C:13]([F:15])([F:16])[F:14])#[N:10]. Reported procedure: Synthesized as described in Example 27B from 4-[(2-hydroxyethyl)(2,2,2-trifluoroethyl)amino]-2-(trifluoromethyl)benzonitrile (Example 15B) and N-(6-hydroxy-3-pyridinyl)acetamide, using dry DME as the reaction solvent: MS (ESI) m/z 447 (M+1). Starting materials: Cl.NCC=1C(=C(C=NC1)C=1C=C2CCC(N(C2=CC1F)C)=O)C (6-(5-Aminomethyl-4-methyl-pyridin-3-yl)-7-fluoro-1-methyl-3,4-dihydro-1H-quinolin-2-one hydrochloride), CC1=C(C=NO1)C(=O)O (5-methyl-isoxazole-4-carboxylic acid). Product: FC1=C(C=C2CCC(N(C2=C1)C)=O)C=1C(=C(C=NC1)CNC(=O)C=1C=NOC1C)C (5-Methyl-isoxazole-4-carboxylic acid [5-(7-fluoro-1-methyl-2-oxo-1,2,3,4-tetrahydro-quinolin-6-yl)-4-methyl-pyridin-3-ylmethyl]-amide). As a reaction SMILES: Cl.[NH2:2][CH2:3][C:4]1[C:5]([CH3:23])=[C:6]([C:10]2[CH:11]=[C:12]3[C:17](=[CH:18][C:19]=2[F:20])[N:16]([CH3:21])[C:15](=[O:22])[CH2:14][CH2:13]3)[CH:7]=[N:8][CH:9]=1.[CH3:24][C:25]1[O:29][N:28]=[CH:27][C:26]=1[C:30](O)=[O:31]>>[F:20][C:19]1[CH:18]=[C:17]2[C:12]([CH2:13][CH2:14][C:15](=[O:22])[N:16]2[CH3:21])=[CH:11][C:10]=1[C:6]1[C:5]([CH3:23])=[C:4]([CH2:3][NH:2][C:30]([C:26]2[CH:27]=[N:28][O:29][C:25]=2[CH3:24])=[O:31])[CH:9]=[N:8][CH:7]=1 |f:0.1|. Procedure details: In analogy to the procedure described for the preparation of example 219, 6-(5-aminomethyl-4-methyl-pyridin-3-yl)-7-fluoro-1-methyl-3,4-dihydro-1H-quinolin-2-one hydrochloride (example 226) has been coupled with 5-methyl-isoxazole-4-carboxylic acid to give the title compound as an off-white solid. MS: 409.6 (M+H+). Reactants: CC(C(=O)OCC1=CC=CC=C1)(CC=C)C (Benzyl 2,2-dimethylpent-4-enoate), B1C2CCCC1CCC2 (9-BBN), OO (hydrogen peroxide), C(C)(=O)[O-].[Na+] (sodium acetate). The solvent is C1CCOC1 (THF). Conditions: time 17 hour. Product: OCCCC(C(=O)OCC1=CC=CC=C1)(C)C (Benzyl 5-hydroxy-2,2-dimethylpentanoate). RXN SMILES: [CH3:1][C:2]([CH3:16])([CH2:13][CH:14]=[CH2:15])[C:3]([O:5][CH2:6][C:7]1[CH:12]=[CH:11][CH:10]=[CH:9][CH:8]=1)=[O:4].B1C2CCCC1CCC2.C([O-])(=[O:28])C.[Na+].OO>C1COCC1>[OH:28][CH2:15][CH2:14][CH2:13][C:2]([CH3:16])([CH3:1])[C:3]([O:5][CH2:6][C:7]1[CH:12]=[CH:11][CH:10]=[CH:9][CH:8]=1)=[O:4] |f:2.3|. Reported procedure: To a solution of benzyl 2,2-dimethylpent-4-enoate (5.74 g, 26.3 mmol, prepared according to Step A) in THF (100 mL) was added a solution of 9-BBN (63.1 mL, 31.6 mmol, 0.5 M in THF) over 20 minutes, while under nitrogen. The reaction was allowed to stir at ambient temperature for 17 hours. An aqueous solution of sodium acetate (7.3 g, 89 mmol, in 18 mL of water) was then added, followed by the slow addition of aqueous hydrogen peroxide (18 mL, 30% by weight solution) with occasional chilling in a... Starting materials: [N+](=O)([O-])C=1C(=C(C=C(C1)[N+](=O)[O-])C)Br (3,5-dinitro-2-bromotoluene), C1(=CC=CC=C1)[O-].[K+] (potassium phenolate), ice. The solvent is CN(C=O)C (dimethyl formamide). The product is [N+](=O)([O-])C=1C(=C(C=C(C1)[N+](=O)[O-])C)OC1=CC=CC=C1 (3,5-dinitro-2-phenyloxytoluene). The yield is 17.7%. As a reaction SMILES: [N+:1]([C:4]1[C:5](Br)=[C:6]([CH3:13])[CH:7]=[C:8]([N+:10]([O-:12])=[O:11])[CH:9]=1)([O-:3])=[O:2].[C:15]1([O-:21])[CH:20]=[CH:19][CH:18]=[CH:17][CH:16]=1.[K+]>CN(C)C=O>[N+:1]([C:4]1[C:5]([O:21][C:15]2[CH:20]=[CH:19][CH:18]=[CH:17][CH:16]=2)=[C:6]([CH3:13])[CH:7]=[C:8]([N+:10]([O-:12])=[O:11])[CH:9]=1)([O-:3])=[O:2] |f:1.2|. Procedure: A mixture of 6 gm of 3,5-dinitro-2-bromotoluene and 3 gm of potassium phenolate in 20 ml of dimethyl formamide was boiled under reflux for 20 hours. Subsequently, the solution was poured on 200 gm of ice and the precipitate was filtered off. After recrystallization from ethanol, there was obtained 1.1 gm of yellow crystals with a melting point of 103° C. The mass spectrum showed a molecular mass of 274 (calculated 274). The reactants are C(C)OC(=O)C=1N=C(NC1CC1CCCCCC1)C1=CC2=CC=CC=C2C=C1 (5-Cycloheptylmethyl-2-naphthalen-2-yl-1H-imidazole-4-carboxylic Acid Ethyl Ester), [OH-].[Na+] (sodium hydroxide). Run in C(C)O (ethanol), O (water). The product is C1(CCCCCC1)CC1=C(N=C(N1)C1=CC2=CC=CC=C2C=C1)C(=O)O (5-Cycloheptylmethyl-2-naphthalen-2-yl-1H-imidazole-4-carboxylic Acid). Isolated yield 95.0%. As a reaction SMILES: C([O:3][C:4]([C:6]1[N:7]=[C:8]([C:19]2[CH:28]=[CH:27][C:26]3[C:21](=[CH:22][CH:23]=[CH:24][CH:25]=3)[CH:20]=2)[NH:9][C:10]=1[CH2:11][CH:12]1[CH2:18][CH2:17][CH2:16][CH2:15][CH2:14][CH2:13]1)=[O:5])C.[OH-].[Na+]>C(O)C.O>[CH:12]1([CH2:11][C:10]2[NH:9][C:8]([C:19]3[CH:28]=[CH:27][C:26]4[C:21](=[CH:22][CH:23]=[CH:24][CH:25]=4)[CH:20]=3)=[N:7][C:6]=2[C:4]([OH:5])=[O:3])[CH2:13][CH2:14][CH2:15][CH2:16][CH2:17][CH2:18]1 |f:1.2|. Procedure: To a suspension of the product of step b (1.73 g, 4.62 mmol) in ethanol (25 ml) was added the solution of sodium hydroxide (1.29 g, 32.3 mmol) in water (5 ml). The reaction mixture was heated under reflux for 48 h, allowed to cool to room temperature and concentrated under reduced pressure. The aqueous solution was diluted with water (30 ml) and acidified to pH=2 with 1M hydrochloric acid. The precipitate was collected by filtration, washed with water, and dried to afford the product as an off-w... Reactants: OC1=CC=CN2C1=NC1=C(C2=O)CCC1 (2,3-dihydro-5-hydroxycyclopenta[d]pyrido[1,2-a]pyrimidin-10(1H)-one), C([O-])(O)=O.[K+] (potassium bicarbonate), C(C1=CC=CC=C1)Br (benzyl bromide). Solvent: CC(=O)CC (ethyl methyl ketone). Reaction conditions: time 18 hour. The product is C1(=CC=CC=C1)COC1=CC=CN2C1=NC1=C(C2=O)CCC1 (2,3-Dihydro-5-(phenylmethoxy)cyclopenta[d]pyrido[1,2-a]pyrimidin-10(1H)-one). As a reaction SMILES: [OH:1][C:2]1[C:7]2=[N:8][C:9]3[CH2:15][CH2:14][CH2:13][C:10]=3[C:11](=[O:12])[N:6]2[CH:5]=[CH:4][CH:3]=1.C(=O)(O)[O-].[K+].[CH2:21](Br)[C:22]1[CH:27]=[CH:26][CH:25]=[CH:24][CH:23]=1>CC(CC)=O>[C:22]1([CH2:21][O:1][C:2]2[C:7]3=[N:8][C:9]4[CH2:15][CH2:14][CH2:13][C:10]=4[C:11](=[O:12])[N:6]3[CH:5]=[CH:4][CH:3]=2)[CH:27]=[CH:26][CH:25]=[CH:24][CH:23]=1 |f:1.2|. Reported procedure: A suspension of 2,3-dihydro-5-hydroxycyclopenta[d]pyrido[1,2-a]pyrimidin-10(1H)-one prepared as described in Example 1, (6.1 g), 9.9 g of anhydrous potassium bicarbonate, 6.2 g of benzyl bromide, and 300 ml of ethyl methyl ketone is stirred and slowly heated to reflux. Stirring and heating under reflux is continued for 18 hours. The hot solution is filtered to remove inorganic salts and the ethyl methyl ketone filtrate is concentrated in vacuo to give 10.0 g of crude product; this, when recrysta... The reactants are [BH4-], CCO, [Na+], O=CC=Cc1ccc(-c2cnccn2)cc1. As a reaction SMILES: [BH4-:1].[CH3:19][CH2:20][OH:21].[Na+:2].[n:3]1[cH:4][c:5](-[c:9]2[cH:10][cH:11][c:12]([CH:15]=[CH:16][CH:17]=[O:18])[cH:13][cH:14]2)[n:6][cH:7][cH:8]1>>[n:3]1[cH:4][c:5](-[c:9]2[cH:10][cH:11][c:12]([CH:15]=[CH:16][CH2:17][OH:18])[cH:13][cH:14]2)[n:6][cH:7][cH:8]1. The product is OCC=Cc1ccc(-c2cnccn2)cc1.